The task is: describe an organic reaction: reactants, conditions, products, and yield. This data is from the Open Reaction Database (ORD), a public repository of structured organic reaction records. Starting materials: O1C=NC(=C1)CN (oxazol-4-ylmethanamine), CC=1N=CC(=NC1)CN ((5-methylpyrazin-2-yl)methanamine), FC1=CC=C(CN2C(N(CC2)C=2C=C(C(=O)O)C=CN2)=O)C=C1 (2-(3-(4-fluorobenzyl)-2-oxoimidazolidin-1-yl)isonicotinic acid). The product is FC1=CC=C(CN2C(N(CC2)C=2C=C(C(=O)NCC3=NC=C(N=C3)C)C=CN2)=O)C=C1 (2-(3-(4-fluorobenzyl)-2-oxoimidazolidin-1-yl)-N-((5-methylpyrazin-2-yl)methyl)isonicotinamide). Isolated yield 39.0%. RXN SMILES: O1C=C(CN)N=C1.[CH3:8][C:9]1[N:10]=[CH:11][C:12]([CH2:15][NH2:16])=[N:13][CH:14]=1.[F:17][C:18]1[CH:39]=[CH:38][C:21]([CH2:22][N:23]2[CH2:27][CH2:26][N:25]([C:28]3[CH:29]=[C:30]([CH:34]=[CH:35][N:36]=3)[C:31](O)=[O:32])[C:24]2=[O:37])=[CH:20][CH:19]=1>>[F:17][C:18]1[CH:19]=[CH:20][C:21]([CH2:22][N:23]2[CH2:27][CH2:26][N:25]([C:28]3[CH:29]=[C:30]([CH:34]=[CH:35][N:36]=3)[C:31]([NH:16][CH2:15][C:12]3[CH:11]=[N:10][C:9]([CH3:8])=[CH:14][N:13]=3)=[O:32])[C:24]2=[O:37])=[CH:38][CH:39]=1. Reported procedure: Following the procedure as described in Example 14, making variations as required to replace oxazol-4-ylmethanamine with (5-methylpyrazin-2-yl)methanamine to react with 2-(3-(4-fluorobenzyl)-2-oxoimidazolidin-1-yl)isonicotinic acid, 2-(3-(4-fluorobenzyl)-2-oxoimidazolidin-1-yl)-N-((5-methylpyrazin-2-yl)methyl)isonicotinamide was obtained as a colorless solid in 39% yield: mp 169-171° C.; 1H NMR (300 MHz, CDCl3) δ 8.65 (s, 1H), 8.52 (d, J=0.9 Hz, 1H), 8.39-8.35 (m, 2H), 7.46 (br s, 1H), 7.39-7.37...